Dataset: the Open Reaction Database (ORD), a public repository of structured organic reaction records. Task: describe an organic reaction: reactants, conditions, products, and yield The reactants are N#Cc1cccc(O)c1, Clc1nc(Nc2cc[nH]n2)cc2ccccc12. Yields the product N#Cc1cccc(Oc2nc(Nc3cc[nH]n3)cc3ccccc23)c1. As a reaction SMILES: [C:18](#[N:19])[c:20]1[cH:21][c:22]([OH:26])[cH:23][cH:24][cH:25]1.[Cl:1][c:2]1[n:3][c:4]([NH:12][c:13]2[n:14][nH:15][cH:16][cH:17]2)[cH:5][c:6]2[cH:7][cH:8][cH:9][cH:10][c:11]12>>[c:2]1([O:26][c:22]2[cH:21][c:20]([C:18]#[N:19])[cH:25][cH:24][cH:23]2)[n:3][c:4]([NH:12][c:13]2[n:14][nH:15][cH:16][cH:17]2)[cH:5][c:6]2[cH:7][cH:8][cH:9][cH:10][c:11]12. The reactants are [Al+3], C=C(C)CCCC(C)C(=O)N1C(=O)OCC1C(C)C, [H-], [H-], [H-], [H-], [Li+]. Product: C=C(C)CCCC(C)CO. RXN SMILES: [Al+3:2].[CH3:7][CH:8]([C:9](=[O:10])[N:11]1[CH:12]([CH:13]([CH3:14])[CH3:15])[CH2:16][O:17][C:18]1=[O:19])[CH2:20][CH2:21][CH2:22][C:23](=[CH2:24])[CH3:25].[H-:1].[H-:4].[H-:5].[H-:6].[Li+:3]>>[CH3:7][CH:8]([CH2:9][OH:10])[CH2:20][CH2:21][CH2:22][C:23](=[CH2:24])[CH3:25]. Reactants: C(Cl)(Cl)(Cl)Cl (CCl4), C(C)(=O)O[C@H]1[C@@H](OS(=O)(=O)C(F)(F)F)[C@@H](OC(C)=O)[C@H](OC(C)=O)[C@H](O1)COC(C)=O (1,3,4,6-Tetra-O-acetyl-2-O-trifluormethanesulfonyl-β-D-mannopyranose), CCCC[N+](CCCC)(CCCC)CCCC.[F-] (TBAF), C[Si](C)(C)N=[N+]=[N-] (Trimethylsilyl azide). The solvent is C1CCOC1 (THF). Conditions: temperature 25 celsius, time 22 hour. The product is C(C)(=O)O[C@H]1[C@@H]([C@@H](OC(C)=O)[C@H](OC(C)=O)[C@H](O1)COC(C)=O)N=[N+]=[N-] (1,3,4,6-Tetra-O-acetyl-2-azido-2-deoxy-β-D-glucopyranose). Reaction SMILES: [C:1]([O:4][C@@H:5]1[O:26][C@H:25]([CH2:27][O:28][C:29](=[O:31])[CH3:30])[C@@H:20]([O:21][C:22](=[O:24])[CH3:23])[C@H:15]([O:16][C:17](=[O:19])[CH3:18])[C@@H:6]1OS(C(F)(F)F)(=O)=O)(=[O:3])[CH3:2].C[Si]([N:36]=[N+:37]=[N-:38])(C)C.CCCC[N+](CCCC)(CCCC)CCCC.[F-].C(Cl)(Cl)(Cl)Cl>C1COCC1>[C:1]([O:4][C@@H:5]1[O:26][C@H:25]([CH2:27][O:28][C:29](=[O:31])[CH3:30])[C@@H:20]([O:21][C:22](=[O:24])[CH3:23])[C@H:15]([O:16][C:17](=[O:19])[CH3:18])[C@H:6]1[N:36]=[N+:37]=[N-:38])(=[O:3])[CH3:2] |f:2.3|. Procedure: 1,3,4,6-Tetra-O-acetyl-2-O-trifluormethanesulfonyl-β-D-mannopyranose (6) (53 mg, 0.11 mmol) was dissolved at 25° C. in 3 mL of THF. Trimethylsilyl azide (19 μL, 0.15 mmol) was added via syringe followed by TBAF (150 μL, 0.15 mmol). The solution was stirred at 25° C. for 22 h. The reaction mixture was filtered through a plug of silica gel and concentrated in vacuo to give a yellow oil which was chromatographed (2:1, hexane/EtOAc) to afford 30 mg (73%) of β-anomer as a colorless oil. IR (CCl4) 211... Starting materials: FC=1C=C(OC=2OC(=C(N2)C2=CC=CC=C2)C2=CC=C(C=C2)S(=O)(=O)N)C=C(C1)C1(CCOCC1)OC (4-[2-[3-fluoro-5-(4-methoxy-3,4,5,6-tetrahydro-2H - pyran-4-yl)phenoxy]-4 -phenyl-5-oxazolyl]benzenesulfonamide), CN(C)C=O (DMF), C([O-])([O-])=O.[K+].[K+] (potassium carbonate), OC=1C=C(C=CC1)C1OCCC(C1)OC ((3-hydroxyphenyl)-4-methoxy-3,4,5,6-tetrahydro-2H-pyran). Solvent: C(C)(=O)OCC (ethyl acetate). Conditions: time 16 hour. Yields the product COC1(CCOCC1)C=1C=C(OC=2OC(=C(N2)C2=CC=CC=C2)C2=CC=C(C=C2)S(=O)(=O)N)C=CC1 (4-[2-[3-(4-methoxy-3,4,5,6-tetrahydro-2H-pyran-4-yl)phenoxy]-4-phenyl-5-oxazolyl]benzenesulfonamide). The yield is 43.9%. Reaction SMILES: F[C:2]1[CH:3]=[C:4]([CH:27]=[C:28]([C:30]2([O:36][CH3:37])[CH2:35][CH2:34][O:33][CH2:32][CH2:31]2)[CH:29]=1)[O:5][C:6]1[O:7][C:8]([C:17]2[CH:22]=[CH:21][C:20]([S:23]([NH2:26])(=[O:25])=[O:24])=[CH:19][CH:18]=2)=[C:9]([C:11]2[CH:16]=[CH:15][CH:14]=[CH:13][CH:12]=2)[N:10]=1.CN(C=O)C.C(=O)([O-])[O-].[K+].[K+].OC1C=C(C2CC(OC)CCO2)C=CC=1>C(OCC)(=O)C>[CH3:37][O:36][C:30]1([C:28]2[CH:27]=[C:4]([CH:3]=[CH:2][CH:29]=2)[O:5][C:6]2[O:7][C:8]([C:17]3[CH:22]=[CH:21][C:20]([S:23]([NH2:26])(=[O:25])=[O:24])=[CH:19][CH:18]=3)=[C:9]([C:11]3[CH:12]=[CH:13][CH:14]=[CH:15][CH:16]=3)[N:10]=2)[CH2:35][CH2:34][O:33][CH2:32][CH2:31]1 |f:2.3.4|. Procedure details: 4-[2-Chloro-4-phenyl-5-oxazolyl]benzenesulfonamide from Example 4, Step 3, (0.6 g, 1.8 mmol), DMF (20 mL), potassium carbonate (0.5 g, 3.6 mmol), and 4 (3-hydroxyphenyl)-4-methoxy-3,4,5,6-tetrahydro-2H-pyran (0.37 g, 1.8 mmol) [prepared as described by G. C. Crawley, et al, J. Med. Chem., 35, 2600-2609 (1992)]were stirred at room temperature for 16.0 hours. The solution was diluted with ethyl acetate (100 mL), washed with 1N HCl, brine and water, dried over MgSO4 and concentrated. The residue wa... Starting materials: [H][H] (hydrogen), [H][H] (hydrogen), C(C)N1CC(CCC1)=O (1-ethyl-3-piperidone), CN (methylamine). The reagents and catalysts are [Pt](=O)=O (platinum dioxide). Run in CO (methanol). Yields the product C(C)N1CC(CCC1)NC (1-ethyl-3-methylaminopiperidine). Reaction SMILES: [H][H].[CH2:3]([N:5]1[CH2:10][CH2:9][CH2:8][C:7](=O)[CH2:6]1)[CH3:4].[CH3:12][NH2:13]>[Pt](=O)=O.CO>[CH2:3]([N:5]1[CH2:10][CH2:9][CH2:8][CH:7]([NH:13][CH3:12])[CH2:6]1)[CH3:4]. Reported procedure: A suspension of 0.25 g. of platinum dioxide in 20 ml. of methanol was shaken under 30 p.s.i. of hydrogen for one hour. To this activated catalyst was added a solution of 7.9 g. (48 mmoles) of 1-ethyl-3-piperidone and 3.1 g. (100 mmoles) of methylamine in 40 ml. of methnol. This mixture was shaken under about 50 p.s.i. of hydrogen for 1.5 hours, then filtered. The solvent was distilled off the filtrate at atmospheric pressure. The residue was then distilled at reduced pressure to give 1-ethyl-3-m...